From a dataset of the Open Reaction Database (ORD), a public repository of structured organic reaction records. describe an organic reaction: reactants, conditions, products, and yield Starting materials: ClC1=CC=C(C=C1)C1=C(C=2N(C=C1)C(N(N2)CC=2C(=NC(=CC2)C(F)(F)F)C#N)=O)C2=CC=NC=C2 (3-((7-(4-chlorophenyl)-3-oxo-8-(pyridin-4-yl)-[1,2,4]triazolo[4,3-a]pyridin-2(3H)-yl)methyl)-6-(trifluoromethyl)picolinonitrile). Reagents/catalysts: [Pt](=O)=O (platinum (IV) oxide). The solvent is C(=O)O (formic acid), O (water). Conditions: temperature 70 celsius, time 1 hour. Yields the product NCC1=NC(=CC=C1CN1N=C2N(C=CC(=C2C2=CC=NC=C2)C2=CC=C(C=C2)Cl)C1=O)C(F)(F)F (2-((2-(aminomethyl)-6-(trifluoromethyl)pyridin-3-yl)methyl)-7-(4-chlorophenyl)-8-(pyridin-4-yl)-[1,2,4]triazolo[4,3-a]pyridin-3(2H)-one). Isolated yield 14.5%. Reaction SMILES: [Cl:1][C:2]1[CH:7]=[CH:6][C:5]([C:8]2[CH:13]=[CH:12][N:11]3[C:14](=[O:30])[N:15]([CH2:17][C:18]4[C:19]([C:28]#[N:29])=[N:20][C:21]([C:24]([F:27])([F:26])[F:25])=[CH:22][CH:23]=4)[N:16]=[C:10]3[C:9]=2[C:31]2[CH:36]=[CH:35][N:34]=[CH:33][CH:32]=2)=[CH:4][CH:3]=1>C(O)=O.O.[Pt](=O)=O>[NH2:29][CH2:28][C:19]1[C:18]([CH2:17][N:15]2[C:14](=[O:30])[N:11]3[CH:12]=[CH:13][C:8]([C:5]4[CH:6]=[CH:7][C:2]([Cl:1])=[CH:3][CH:4]=4)=[C:9]([C:31]4[CH:32]=[CH:33][N:34]=[CH:35][CH:36]=4)[C:10]3=[N:16]2)=[CH:23][CH:22]=[C:21]([C:24]([F:25])([F:27])[F:26])[N:20]=1. Procedure details: To a solution of 3-((7-(4-chlorophenyl)-3-oxo-8-(pyridin-4-yl)-[1,2,4]triazolo[4,3-a]pyridin-2(3H)-yl)methyl)-6-(trifluoromethyl)picolinonitrile (51 mg, 0.1 mmol) in formic acid (0.8 mL) and water (0.2 mL) was added platinum (IV) oxide (20 mg). The resulting suspension was stirred at 70° C. for 1 h. After cooling to room temperature, the reaction mixture was concentrated under reduced pressure. The residue was dissolved in EtOAc, washed with saturated aqueous Na2CO3, water, then saturated aqueou... Reactants: COC(=O)c1ccccc1S(=O)(=O)c1ccc(Br)cc1, CS(C)=O, OB(O)C=Cc1ccc(F)cc1F. Yields the product COC(=O)c1ccccc1S(=O)(=O)c1ccc(C=Cc2ccc(F)cc2F)cc1. Reaction SMILES: [Br:1][c:2]1[cH:3][cH:4][c:5]([S:8](=[O:9])(=[O:10])[c:11]2[c:12]([C:13](=[O:14])[O:15][CH3:16])[cH:17][cH:18][cH:19][cH:20]2)[cH:6][cH:7]1.[CH3:34][S:35]([CH3:36])=[O:37].[F:21][c:22]1[c:23]([CH:29]=[CH:30][B:31]([OH:32])[OH:33])[cH:24][cH:25][c:26]([F:28])[cH:27]1>>[c:2]1([CH:30]=[CH:29][c:23]2[c:22]([F:21])[cH:27][c:26]([F:28])[cH:25][cH:24]2)[cH:3][cH:4][c:5]([S:8](=[O:9])(=[O:10])[c:11]2[c:12]([C:13](=[O:14])[O:15][CH3:16])[cH:17][cH:18][cH:19][cH:20]2)[cH:6][cH:7]1. Reactants: CC(C)(C)OC(=O)NC(C)(C)C(=O)O, CI, CCOC(C)=O, [K+], [K+], O=C([O-])[O-], CN(C)C=O. Yields the product COC(=O)C(C)(C)NC(=O)OC(C)(C)C. As a reaction SMILES: [C:1](=[O:2])([O:3][C:4]([CH3:5])([CH3:6])[CH3:7])[NH:8][C:9]([CH3:10])([C:11](=[O:12])[OH:13])[CH3:14].[CH3:21][I:22].[CH3:28][CH2:29][O:30][C:31]([CH3:32])=[O:33].[K+:15].[K+:16].[O-:17][C:18]([O-:19])=[O:20].[O:23]=[CH:24][N:25]([CH3:26])[CH3:27]>>[C:1](=[O:2])([O:3][C:4]([CH3:5])([CH3:6])[CH3:7])[NH:8][C:9]([CH3:10])([C:11](=[O:12])[O:13][CH3:18])[CH3:14]. Reactants: CC(C)(C)OC(=O)Nc1cc(I)cc(I)c1, CCOC(=O)CCCOc1cccc(CCCCCCBr)c1CCC(=O)OCC, CCOC(C)=O, [H-], [Na+], CN(C)C=O. The product is CCOC(=O)CCCOc1cccc(CCCCCCN(C(=O)OC(C)(C)C)c2cc(I)cc(I)c2)c1CCC(=O)OCC. Reaction SMILES: [C:30]([CH3:31])([CH3:32])([CH3:33])[O:34][C:35](=[O:36])[NH:37][c:38]1[cH:39][c:40]([I:45])[cH:41][c:42]([I:44])[cH:43]1.[CH2:1]([CH3:2])[O:3][C:4]([CH2:5][CH2:6][CH2:7][O:8][c:9]1[c:10]([CH2:22][CH2:23][C:24](=[O:25])[O:26][CH2:27][CH3:28])[c:11]([CH2:15][CH2:16][CH2:17][CH2:18][CH2:19][CH2:20][Br:21])[cH:12][cH:13][cH:14]1)=[O:29].[CH3:53][CH2:54][O:55][C:56]([CH3:57])=[O:58].[H-:47].[Na+:46].[O:48]=[CH:49][N:50]([CH3:51])[CH3:52]>>[CH2:1]([CH3:2])[O:3][C:4]([CH2:5][CH2:6][CH2:7][O:8][c:9]1[c:10]([CH2:22][CH2:23][C:24](=[O:25])[O:26][CH2:27][CH3:28])[c:11]([CH2:15][CH2:16][CH2:17][CH2:18][CH2:19][CH2:20][N:37]([C:35]([O:34][C:30]([CH3:31])([CH3:32])[CH3:33])=[O:36])[c:38]2[cH:39][c:40]([I:45])[cH:41][c:42]([I:44])[cH:43]2)[cH:12][cH:13][cH:14]1)=[O:29]. Starting materials: BrB(Br)Br, ClCCl, CCSCC(O)(C(Nc1cccc2nc(C)ccc12)c1ccc(F)c(OC)c1)C(F)(F)F. Product: CCSCC(O)(C(Nc1cccc2nc(C)ccc12)c1ccc(F)c(O)c1)C(F)(F)F. Reaction SMILES: [B:33]([Br:34])([Br:35])[Br:36].[Cl:37][CH2:38][Cl:39].[F:1][c:2]1[c:3]([O:31][CH3:32])[cH:4][c:5]([CH:8]([C:9]([OH:10])([C:11]([F:12])([F:13])[F:14])[CH2:15][S:16][CH2:17][CH3:18])[NH:19][c:20]2[c:21]3[cH:22][cH:23][c:24]([CH3:30])[n:25][c:26]3[cH:27][cH:28][cH:29]2)[cH:6][cH:7]1>>[F:1][c:2]1[c:3]([OH:31])[cH:4][c:5]([CH:8]([C:9]([OH:10])([C:11]([F:12])([F:13])[F:14])[CH2:15][S:16][CH2:17][CH3:18])[NH:19][c:20]2[c:21]3[cH:22][cH:23][c:24]([CH3:30])[n:25][c:26]3[cH:27][cH:28][cH:29]2)[cH:6][cH:7]1. The reactants are CC[SiH](CC)CC, C=Cc1ccccc1C1C(N2C(=O)OCC2c2ccccc2)C(=O)N1C(C(=O)OC(C)(C)C)C(O)C(C)(C)C, O=C(O)C(F)(F)F, C=Cc1ccccc1C1C(N2C(=O)OCC2c2ccccc2)C(=O)N1CC(=O)OC(C)(C)C. The product is C=Cc1ccccc1C1C(N2C(=O)OCC2c2ccccc2)C(=O)N1C(C(=O)O)C(O)C(C)(C)C. RXN SMILES: [CH2:8]([SiH:9]([CH2:10][CH3:11])[CH2:12][CH3:13])[CH3:14].[OH:15][CH:16]([C:17]([CH3:18])([CH3:19])[CH3:20])[CH:21]([C:22](=[O:23])[O:24][C:25]([CH3:26])([CH3:27])[CH3:28])[N:29]1[C:30](=[O:53])[CH:31]([N:41]2[C:42](=[O:52])[O:43][CH2:44][CH:45]2[c:46]2[cH:47][cH:48][cH:49][cH:50][cH:51]2)[CH:32]1[c:33]1[c:34]([CH:35]=[CH2:36])[cH:37][cH:38][cH:39][cH:40]1.[OH:1][C:2]([C:3]([F:4])([F:5])[F:6])=[O:7].[c:54]1([CH:55]2[CH2:56][O:57][C:58](=[O:59])[N:60]2[CH:61]2[CH:62]([c:63]3[cH:64][cH:65][cH:66][cH:67][c:68]3[CH:69]=[CH2:70])[N:71]([CH2:72][C:73]([O:74][C:75]([CH3:76])([CH3:77])[CH3:78])=[O:79])[C:80]2=[O:81])[cH:82][cH:83][cH:84][cH:85][cH:86]1>>[OH:15][CH:16]([C:17]([CH3:18])([CH3:19])[CH3:20])[CH:21]([C:22](=[O:23])[OH:24])[N:29]1[C:30](=[O:53])[CH:31]([N:41]2[C:42](=[O:52])[O:43][CH2:44][CH:45]2[c:46]2[cH:47][cH:48][cH:49][cH:50][cH:51]2)[CH:32]1[c:33]1[c:34]([CH:35]=[CH2:36])[cH:37][cH:38][cH:39][cH:40]1.